Dataset: the Open Reaction Database (ORD), a public repository of structured organic reaction records. Task: describe an organic reaction: reactants, conditions, products, and yield Reactants: CS(=O)(=O)OCCOC1=NNC2=NC=NC(=C21)NC2=CC(=C(C=C2)OCC2=CC(=CC=C2)F)OC (2-{[4-({4-[(3-fluorobenzyl)oxy]-3-methoxyphenyl}amino)-1H-pyrazolo[3,4-d]pyrimidin-3-yl]oxy}ethyl methanesulfonate), N1CCCC1 (pyrrolidine). The product is FC=1C=C(COC2=C(C=C(C=C2)NC2=C3C(=NC=N2)NN=C3OCCN3CCCC3)OC)C=CC1 (N-{4-[(3-fluorobenzyl)oxy]-3-methoxyphenyl}-3-(2-pyrrolidin-1-ylethoxy)-1H-pyrazolo[3,4-d]pyrimidin-4-amine). Yield: 30.0%. RXN SMILES: CS(O[CH2:6][CH2:7][O:8][C:9]1[C:17]2[C:12](=[N:13][CH:14]=[N:15][C:16]=2[NH:18][C:19]2[CH:24]=[CH:23][C:22]([O:25][CH2:26][C:27]3[CH:32]=[CH:31][CH:30]=[C:29]([F:33])[CH:28]=3)=[C:21]([O:34][CH3:35])[CH:20]=2)[NH:11][N:10]=1)(=O)=O.[NH:36]1[CH2:40][CH2:39][CH2:38][CH2:37]1>>[F:33][C:29]1[CH:28]=[C:27]([CH:32]=[CH:31][CH:30]=1)[CH2:26][O:25][C:22]1[CH:23]=[CH:24][C:19]([NH:18][C:16]2[N:15]=[CH:14][N:13]=[C:12]3[NH:11][N:10]=[C:9]([O:8][CH2:7][CH2:6][N:36]4[CH2:40][CH2:39][CH2:38][CH2:37]4)[C:17]=23)=[CH:20][C:21]=1[O:34][CH3:35]. Procedure details: The procedure described in Example 55 was repeated using 2-{[4-({4-[(3-fluorobenzyl)oxy]-3-methoxyphenyl}amino)-1H-pyrazolo[3,4-d]pyrimidin-3-yl]oxy}ethyl methanesulfonate (prepared as described in Example 22) and pyrrolidine to give the title compound in 30% yield; NMR Spectrum: 1.66 (s, 4H), 2.55 (s, 4H), 2.88 (t, 2H), 3.80 (s, 3H), 4.42 (t, 2H), 5.11 (s, 2H), 7.00 (d, 1H), 7.16 (m, 2H), 7.29 (m, 2H), 7.38 (d, 1H), 7.45 (q, 1H), 8.25 (s, 1H), 8.52 (s, 1H); Mass Spectrum: 479 (MH+). Starting materials: CC[O-], CCO, NCCCCc1nc(-c2ccc(Cl)nc2)c[nH]1, [Na+]. The product is CCOc1ccc(-c2c[nH]c(CCCCN)n2)cn1. RXN SMILES: [CH3:19][CH2:20][O-:21].[CH3:22][CH2:23][OH:24].[Cl:1][c:2]1[cH:3][cH:4][c:5](-[c:8]2[n:9][c:10]([CH2:13][CH2:14][CH2:15][CH2:16][NH2:17])[nH:11][cH:12]2)[cH:6][n:7]1.[Na+:18]>>[c:2]1([O:21][CH2:20][CH3:19])[cH:3][cH:4][c:5](-[c:8]2[n:9][c:10]([CH2:13][CH2:14][CH2:15][CH2:16][NH2:17])[nH:11][cH:12]2)[cH:6][n:7]1. Reactants: ICC[C@@H](C)O[Si](C)(C)C(C)(C)C ((R)-1-iodo-3-t-butyldimethylsilyloxybutane), C(CC(=O)OCC)(=O)OCC (diethyl malonate), [H-].[Na+] (sodium hydride), O (water). Run in C1CCOC1 (THF), C1CCOC1 (THF), C1CCOC1 (THF). Reaction conditions: time 30 minute. The product is [Si](C)(C)(C(C)(C)C)O[C@@H](CCC(C(=O)OCC)C(=O)OCC)C (diethyl (R)-3-t-butyldimethylsilyloxybutylmalonate). Reaction SMILES: [C:1]([O:9][CH2:10][CH3:11])(=[O:8])[CH2:2][C:3]([O:5][CH2:6][CH3:7])=[O:4].[H-].[Na+].I[CH2:15][CH2:16][C@H:17]([O:19][Si:20]([C:23]([CH3:26])([CH3:25])[CH3:24])([CH3:22])[CH3:21])[CH3:18].O>C1COCC1>[Si:20]([O:19][C@H:17]([CH3:18])[CH2:16][CH2:15][CH:2]([C:3]([O:5][CH2:6][CH3:7])=[O:4])[C:1]([O:9][CH2:10][CH3:11])=[O:8])([C:23]([CH3:24])([CH3:25])[CH3:26])([CH3:21])[CH3:22] |f:1.2|. Procedure details: A solution of 3 g of diethyl malonate in 5 ml of THF was added dropwise into a suspension of 0.05 g of sodium hydride in THF. After the dropwise addition, the mixture was stirred at room temperature for 30 minutes, and a solution of 0.65 g of (R)-1-iodo-3-t-butyldimethylsilyloxybutane in THF was added to the mixture. Then, the mixture was stirred at room temperature overnight, water was added to the mixture, and the majority of THF was removed by distillation. The residue was extracted with ethe... Starting materials: C[C@H]1CN(CCN1)CC1=NOC(=C1)C1=C(C=CC=C1)F (3-[((3S)-3-methylpiperazinyl)methyl]-5-(2-fluorophenyl)isoxazole), O1[C@@H](C1)COC=1C=CC2=C(N=C(S2)C)C1 (5-[((2S)oxiran-2-yl)methoxy]-2-methylbenzothiazole). The solvent is C(C)(C)(CC)O (tert-amyl alcohol). Reaction conditions: temperature 95 celsius, time 1 day. Product: FC1=C(C=CC=C1)C1=CC(=NO1)CN1C[C@@H](N(CC1)C[C@H](COC=1C=CC2=C(N=C(S2)C)C1)O)C ((2R)-3-((2S)-4-{[5-(2-fluorophenyl)isoxazol-3-yl]methyl}-2-methylpiperazinyl)-1-(2-methylbenzothiazol-5-yloxy)propan-2-ol). Reaction SMILES: [CH3:1][C@@H:2]1[NH:7][CH2:6][CH2:5][N:4]([CH2:8][C:9]2[CH:13]=[C:12]([C:14]3[CH:19]=[CH:18][CH:17]=[CH:16][C:15]=3[F:20])[O:11][N:10]=2)[CH2:3]1.[O:21]1[CH2:23][C@H:22]1[CH2:24][O:25][C:26]1[CH:27]=[CH:28][C:29]2[S:33][C:32]([CH3:34])=[N:31][C:30]=2[CH:35]=1>C(O)(CC)(C)C>[F:20][C:15]1[CH:16]=[CH:17][CH:18]=[CH:19][C:14]=1[C:12]1[O:11][N:10]=[C:9]([CH2:8][N:4]2[CH2:5][CH2:6][N:7]([CH2:23][C@@H:22]([OH:21])[CH2:24][O:25][C:26]3[CH:27]=[CH:28][C:29]4[S:33][C:32]([CH3:34])=[N:31][C:30]=4[CH:35]=3)[C@@H:2]([CH3:1])[CH2:3]2)[CH:13]=1. Procedure details: To a solution of 3-[((3S)-3-methylpiperazinyl)methyl]-5-(2-fluorophenyl)isoxazole (28 mg, 0.10 mmol) in tert-amyl alcohol (5 mL) was added 5-[((2S)oxiran-2-yl)methoxy]-2-methylbenzothiazole (22 mg, 0.10 mmol). The reaction mixture was stirred at 95° C. for 1 day. It was then cooled, concentrated, and purified by preparative chromatography (1:19 methanol:methylene chloride) to afford (2R)-3-((2S)-4-{[5-(2-fluorophenyl)isoxazol-3-yl]methyl}-2-methylpiperazinyl)-1-(2-methylbenzothiazol-5-yloxy)prop... RXN SMILES: [CH3:64][C:65](=[O:66])[CH3:67].[O:19]1[C:20](=[O:25])[NH:21][C:22](=[O:24])[CH2:23]1.[O:45]=[C:46]([O:47][CH:48]([CH3:49])[CH3:50])[N:51]=[N:52][C:53]([O:54][CH:55]([CH3:56])[CH3:57])=[O:58].[O:59]1[CH2:60][CH2:61][CH2:62][CH2:63]1.[c:26]1([P:27]([c:28]2[cH:29][cH:30][cH:31][cH:32][cH:33]2)[c:34]2[cH:35][cH:36][cH:37][cH:38][cH:39]2)[cH:40][cH:41][cH:42][cH:43][cH:44]1.[n:1]1(-[c:10]2[cH:11][cH:12][c:13]([CH2:16][CH2:17][OH:18])[cH:14][cH:15]2)[cH:2][cH:3][c:4]2[c:5]1[n:6][cH:7][cH:8][cH:9]2>>[n:1]1(-[c:10]2[cH:11][cH:12][c:13]([CH2:16][CH2:17][N:21]3[C:20](=[O:25])[O:19][CH2:23][C:22]3=[O:24])[cH:14][cH:15]2)[cH:2][cH:3][c:4]2[c:5]1[n:6][cH:7][cH:8][cH:9]2. Reactants: CC(C)=O, O=C1COC(=O)N1, CC(C)OC(=O)N=NC(=O)OC(C)C, C1CCOC1, c1ccc(P(c2ccccc2)c2ccccc2)cc1, OCCc1ccc(-n2ccc3cccnc32)cc1. Yields the product O=C1COC(=O)N1CCc1ccc(-n2ccc3cccnc32)cc1.